From a dataset of the Open Reaction Database (ORD), a public repository of structured organic reaction records. describe an organic reaction: reactants, conditions, products, and yield Starting materials: BrCCCCl (1-bromo-3-chloropropane), C[O-].[Na+] (sodium methylate), O1C(=CC=C1)CS (furan-2-yl-methanethiol). The solvent is C(C)(=O)OCC (ethyl acetate), CO (methanol), C(C)#N (acetonitrile). Reaction conditions: time 5 minute. Yields the product crude product, ClCCCSCC=1OC=CC1 (2-(3-chloropropylthiomethyl)-furan). Reaction SMILES: C[O-].[Na+].[O:4]1[CH:8]=[CH:7][CH:6]=[C:5]1[CH2:9][SH:10].Br[CH2:12][CH2:13][CH2:14][Cl:15]>CO.C(#N)C.C(OCC)(=O)C>[Cl:15][CH2:14][CH2:13][CH2:12][S:10][CH2:9][C:5]1[O:4][CH:8]=[CH:7][CH:6]=1 |f:0.1|. Reported procedure: 3.3 ml of a 30% sodium methylate solution in methanol is added in drops to 1.77 ml of furan-2-yl-methanethiol in 18 ml of anhydrous acetonitrile at 0° C. After 5 minutes, the drop-by-drop addition of 2.6 ml of 1-bromo-3-chloropropane is carried out. Then, the reaction solution is allowed to stir for 5 hours at room temperature. For working-up, the batch is diluted with ethyl acetate, washed with water and common salt solution, dried on magnesium sulfate and concentrated by evaporation in a vacuu... Reactants: COC(COC1=C(C=C(C(=C1)OC)SCCCNC1=NC=C(C=C1)C1=CC=CC=C1)C)=O ({5-Methoxy-2-methyl-4-[3-(5-phenyl-pyridin-2-ylamino)-propylsulfanyl]-phenoxy}-acetic acid methyl ester), C(C)=O (acetaldehyde), C(C)(=O)O[BH-](OC(C)=O)OC(C)=O.[Na+] (sodium triacetoxyborohydride), ClC(C)Cl (dichloroethane), C([O-])(O)=O.[Na+] (sodium bicarbonate), aldehyde, C(C)(=O)O[BH-](OC(C)=O)OC(C)=O.[Na+] (sodium triacetoxyborohydride), Cl (HCl). Run in C(C)(=O)O (acetic acid), C(C)(=O)O (acetic acid). Run at time 3 day. Yields the product COC(COC1=C(C=C(C(=C1)OC)SCCCN(C1=NC=C(C=C1)C1=CC=CC=C1)CC)C)=O ((4-{3-[Ethyl-(5-phenyl-pyridin-2-yl)-amino]-propylsulfanyl}-5-methoxy-2-methyl-phenoxy)-acetic acid methyl ester). As a reaction SMILES: [CH3:1][O:2][C:3](=[O:32])[CH2:4][O:5][C:6]1[CH:11]=[C:10]([O:12][CH3:13])[C:9]([S:14][CH2:15][CH2:16][CH2:17][NH:18][C:19]2[CH:24]=[CH:23][C:22]([C:25]3[CH:30]=[CH:29][CH:28]=[CH:27][CH:26]=3)=[CH:21][N:20]=2)=[CH:8][C:7]=1[CH3:31].[CH:33](=O)[CH3:34].C(O[BH-](OC(=O)C)OC(=O)C)(=O)C.[Na+].ClC(Cl)C.Cl.C(=O)(O)[O-].[Na+]>C(O)(=O)C>[CH3:1][O:2][C:3](=[O:32])[CH2:4][O:5][C:6]1[CH:11]=[C:10]([O:12][CH3:13])[C:9]([S:14][CH2:15][CH2:16][CH2:17][N:18]([CH2:33][CH3:34])[C:19]2[CH:24]=[CH:23][C:22]([C:25]3[CH:26]=[CH:27][CH:28]=[CH:29][CH:30]=3)=[CH:21][N:20]=2)=[CH:8][C:7]=1[CH3:31] |f:2.3,6.7|. Procedure details: Compound 64B (300 mg, 0.66 mmol), acetaldehyde (32 mg, 0.73 mmol), sodium triacetoxyborohydride (211 mg, 0.994 mmol), and 57 □l acetic acid were added to 5 ml dichloroethane and stirred at room temperature for 3 days. 1 eq more of aldehyde, sodium triacetoxyborohydride, and acetic acid were added and stirred 3 h more. 10 ml 2N HCl was added followed by saturated sodium bicarbonate to pH ca. 8. The product was extracted into 20 ml, dried over sodium sulfate, decanted, concentrated. Liquid chromat... Starting materials: [Si](C1=CC=CC=C1)(C1=CC=CC=C1)(C(C)(C)C)OCC=1C=C(CN2C(=CC3=C2C=CC=2N3C(=NN2)C)C2=CC=NN2)C=C(C1)Cl (6-[3-({[tert-Butyl(diphenyl)silyl]oxy}methyl)-5-chlorobenzyl]-1-methyl-7-(1H-pyrazol-5-yl)-6H-pyrrolo[2,3-e][1,2,4]triazolo[4,3-a]pyridine), [H-].[Na+] (NaH), CI (MeI). Run in CN(C)C=O (DMF). Run at time 10 minute. Yields the product [Si](C1=CC=CC=C1)(C1=CC=CC=C1)(C(C)(C)C)OCC=1C=C(CN2C(=CC3=C2C=CC=2N3C(=NN2)C)C2=NN(C=C2)C)C=C(C1)Cl (6-[3-({[tert-Butyl(diphenyl)silyl]oxy}methyl)-5-chlorobenzyl]-1-methyl-7-(1-methyl-1H-pyrazol-3-yl)-6H-pyrrolo[2,3-e][1,2,4]triazolo[4,3-a]pyridine). Reaction SMILES: [Si:1]([O:18][CH2:19][C:20]1[CH:21]=[C:22]([CH:42]=[C:43]([Cl:45])[CH:44]=1)[CH2:23][N:24]1[C:28]2[CH:29]=[CH:30][C:31]3[N:32]([C:33]([CH3:36])=[N:34][N:35]=3)[C:27]=2[CH:26]=[C:25]1[C:37]1[NH:41][N:40]=[CH:39][CH:38]=1)([C:14]([CH3:17])([CH3:16])[CH3:15])([C:8]1[CH:13]=[CH:12][CH:11]=[CH:10][CH:9]=1)[C:2]1[CH:7]=[CH:6][CH:5]=[CH:4][CH:3]=1.[H-].[Na+].[CH3:48]I>CN(C=O)C>[Si:1]([O:18][CH2:19][C:20]1[CH:21]=[C:22]([CH:42]=[C:43]([Cl:45])[CH:44]=1)[CH2:23][N:24]1[C:28]2[CH:29]=[CH:30][C:31]3[N:32]([C:33]([CH3:36])=[N:34][N:35]=3)[C:27]=2[CH:26]=[C:25]1[C:37]1[CH:38]=[CH:39][N:40]([CH3:48])[N:41]=1)([C:14]([CH3:16])([CH3:15])[CH3:17])([C:2]1[CH:3]=[CH:4][CH:5]=[CH:6][CH:7]=1)[C:8]1[CH:13]=[CH:12][CH:11]=[CH:10][CH:9]=1 |f:1.2|. Reported procedure: 6-[3-({[tert-Butyl(diphenyl)silyl]oxy}methyl)-5-chlorobenzyl]-1-methyl-7-(1H-pyrazol-5-yl)-6H-pyrrolo[2,3-e][1,2,4]triazolo[4,3-a]pyridine (0.20 g, 0.22 mmol, from Step 4) in DMF (4.7 mL) was treated with NaH (60% in mineral oil, 27 mg, 0.66 mmol). After 10 minutes, MeI (41 μL, 0.66 mmol, Aldrich) was added to the reaction mixture. After 10 minutes, the reaction was quenched by the addition of water, and the product was purified via preparative HPLC-MS (Waters XBridge C18, eluting with a gradien... Starting materials: C(C=C)SC1=NN=C(S1)S (5-(allylthio)-1,3,4-thiadiazole-2-thiol), [H-].[Na+] (NaH), ClC=1C(=NC=CN1)C#N (3-chloropyrazine-2-carbonitrile). Run in CN(C)C=O (DMF), C1=CC=CC=C1 (benzene). Reaction conditions: temperature 85 celsius, time 8 hour. Yields the product C(C=C)SC1=NN=C(S1)SC=1C(=NC=CN1)C#N (3-(5-(allylthio)-1,3,4-thiadiazol-2-ylthio)pyrazine-2-carbonitrile). RXN SMILES: [CH2:1]([S:4][C:5]1[S:9][C:8]([SH:10])=[N:7][N:6]=1)[CH:2]=[CH2:3].[H-].[Na+].Cl[C:14]1[C:15]([C:20]#[N:21])=[N:16][CH:17]=[CH:18][N:19]=1>CN(C=O)C.C1C=CC=CC=1>[CH2:1]([S:4][C:5]1[S:9][C:8]([S:10][C:14]2[C:15]([C:20]#[N:21])=[N:16][CH:17]=[CH:18][N:19]=2)=[N:7][N:6]=1)[CH:2]=[CH2:3] |f:1.2|. Reported procedure: The title compound was prepared according to the procedure described in Example 1 by using 5-(allylthio)-1,3,4-thiadiazole-2-thiol (460 mg, 2.42 mmol), NaH (60% dispersion in mineral oil, 107 mg, 2.66 mmol), and 3-chloropyrazine-2-carbonitrile (338 mg, 2.42 mmol) in DMF and benzene (8 ml, 1/1) by stirring at 85° C. under nitrogen atmosphere overnight. The reactants are CC=1C=C(C=CC1)N1CCNCC1 (1-(3-methylphenyl)piperazine), C1(=C(C=CC=C1)CN1CCN(CC1)C1=CC=CC=C1)C1=CC=CC=C1 (1-(biphenyl-2-ylmethyl)-4-phenylpiperazine), C1(=CC(=CC=C1)C=O)C1=CC=CC=C1 (biphenyl-3-carbaldehyde), [BH-](OC(=O)C)(OC(=O)C)OC(=O)C.[Na+] (NaBH(OAc)3). Yields the product C1(=CC(=CC=C1)CN1CCN(CC1)C1=CC(=CC=C1)C)C1=CC=CC=C1 (1-(biphenyl-3-ylmethyl)-4-(3-methylphenyl)piperazine). Reaction SMILES: [CH3:1][C:2]1[CH:3]=[C:4]([N:8]2[CH2:13][CH2:12][NH:11][CH2:10][CH2:9]2)[CH:5]=[CH:6][CH:7]=1.[C:14]1([C:22]2[CH:27]=[CH:26][CH:25]=[CH:24][CH:23]=2)[CH:19]=[CH:18][CH:17]=[C:16]([CH:20]=O)[CH:15]=1.[BH-](OC(C)=O)(OC(C)=O)OC(C)=O.[Na+].C1(C2C=CC=CC=2)C=CC=CC=1CN1CCN(C2C=CC=CC=2)CC1>>[C:14]1([C:22]2[CH:23]=[CH:24][CH:25]=[CH:26][CH:27]=2)[CH:19]=[CH:18][CH:17]=[C:16]([CH2:20][N:11]2[CH2:12][CH2:13][N:8]([C:4]3[CH:5]=[CH:6][CH:7]=[C:2]([CH3:1])[CH:3]=3)[CH2:9][CH2:10]2)[CH:15]=1 |f:2.3|. Reported procedure: 118.7 mg of the target compound (0.35 mmol, 42.3%) was obtained using 1-(3-methylphenyl)piperazine (289 mg, 1.64 mmol), biphenyl-3-carbaldehyde (150 mg, 0.82 mmol) and NaBH(OAc)3 (529 mg, 2.46 mmol) according to the synthesis method of Compound 1. The reactants are N(=[N+]=[N-])C1C(CC2=CC=CC(=C2C1)OC)O (3-azido-5 -methoxy-1,2,3,4-tetrahydronaphthalen-2-ol). Reagents/catalysts: [Pd] (Pd/C). Solvent: CO (MeOH). Product: NC1C(CC2=CC=CC(=C2C1)OC)O ((±)-3-Amino-5-methoxy-1, 2,3,4 -tetrahydronaphthalen-2-ol). The yield is 90.6%. RXN SMILES: [N:1]([CH:4]1[CH2:13][C:12]2[C:7](=[CH:8][CH:9]=[CH:10][C:11]=2[O:14][CH3:15])[CH2:6][CH:5]1[OH:16])=[N+]=[N-]>CO.[Pd]>[NH2:1][CH:4]1[CH2:13][C:12]2[C:7](=[CH:8][CH:9]=[CH:10][C:11]=2[O:14][CH3:15])[CH2:6][CH:5]1[OH:16]. Reported procedure: A solution of 3-azido-5 -methoxy-1,2,3,4-tetrahydronaphthalen-2-ol (1.8 g, 8.0 mmol) in 150 ml of MeOH was stirred with 10% Pd/C (20 mg) under H2 (18 psi) for 4 h. The reaction mixture was filtered and concentrated in vacuo to provide 1.4 g (91%) of the desired product as a colorless oil which was used in the next reaction without purification. 1H NMR (300 MHz, CDCl3 ): δ 2.0 (broad s, 2H), 2.24 (dd, 1H, J=10.4, 16.8 Hz), 2.84 (m, 2H), 3.16 (m, 2H), 3.59 (m, 1H), 3.78 (s, 3H), 6.66 (m, 2H), 7.09... Run at time 2 hour. RXN SMILES: B.[Cl:2][C:3]1[CH:4]=[C:5]2[C:9](=[CH:10][CH:11]=1)[NH:8][C:7]([C:12]#[N:13])=[C:6]2[C:14]1[C:19]([F:20])=[CH:18][CH:17]=[CH:16][C:15]=1[F:21].Cl.N>O1CCCC1>[NH2:13][CH2:12][C:7]1[NH:8][C:9]2[C:5]([C:6]=1[C:14]1[C:19]([F:20])=[CH:18][CH:17]=[CH:16][C:15]=1[F:21])=[CH:4][C:3]([Cl:2])=[CH:11][CH:10]=2. Procedure: Borane in tetrahydrofuran (7 ml of a 1M solution) is added to a solution of 1 g (3.46 mmol) of 5-chloro-3-(2,6-difluorophenyl)indole-2-carbonitrile in 15 ml of dry tetrahydrofuran. The solution is stirred at room temperature for 2 hours and then refluxed for half an hour and cooled to room temperature. 5 ml of 5N aqueous HCl is added dropwise and the mixture is refluxed for 20 minutes. The mixture is then poured onto a mixture of ice and aqueous 10 percent ammonia, and the precipitate is extract... Yields the product NCC=1NC2=CC=C(C=C2C1C1=C(C=CC=C1F)F)Cl (2-aminomethyl-5-chloro-3-(2,6-difluorophenyl)indole). The solvent is O1CCCC1 (tetrahydrofuran), O1CCCC1 (tetrahydrofuran). The reactants are Cl (HCl), N (ammonia), B (Borane), solution, ClC=1C=C2C(=C(NC2=CC1)C#N)C1=C(C=CC=C1F)F (5-chloro-3-(2,6-difluorophenyl)indole-2-carbonitrile).